Dataset: the Open Reaction Database (ORD), a public repository of structured organic reaction records. Task: describe an organic reaction: reactants, conditions, products, and yield Starting materials: C(C)(C)(C)OC(=O)N1CC=2N=CN=C(C2CC1)O (4-hydroxy-5,8-dihydro-6H-pyrido[3,4-d]pyrimidine-7-carboxylic acid tert-butyl ester), C1(=CC=CC=C1)P(C1=CC=CC=C1)C1=CC=CC=C1 (triphenylphosphine), C(Cl)(Cl)(Cl)Cl (carbon tetrachloride). The solvent is ClCCCl (DCE). Reaction conditions: temperature 70 celsius, time 2.5 hour. Product: C(C)(C)(C)OC(=O)N1CC=2N=CN=C(C2CC1)Cl (4-Chloro-5,8-dihydro-6H-pyrido[3,4-d]pyrimidine-7-carboxylic acid tert-butyl ester). Isolated yield 86.7%. RXN SMILES: [C:1]([O:5][C:6]([N:8]1[CH2:17][CH2:16][C:15]2[C:14](O)=[N:13][CH:12]=[N:11][C:10]=2[CH2:9]1)=[O:7])([CH3:4])([CH3:3])[CH3:2].C1(P(C2C=CC=CC=2)C2C=CC=CC=2)C=CC=CC=1.C(Cl)(Cl)(Cl)[Cl:39]>ClCCCl>[C:1]([O:5][C:6]([N:8]1[CH2:17][CH2:16][C:15]2[C:14]([Cl:39])=[N:13][CH:12]=[N:11][C:10]=2[CH2:9]1)=[O:7])([CH3:4])([CH3:3])[CH3:2]. Procedure: A mixture of 4-hydroxy-5,8-dihydro-6H-pyrido[3,4-d]pyrimidine-7-carboxylic acid tert-butyl ester (1.4 g, 5.6 mmol) and triphenylphosphine (2.9 g, 11.1 mmol) was stirred in DCE (41 mL) until the solution became clear, and then carbon tetrachloride (1.6 mL, 16.7 mmol) was added. The reaction mixture was heated to 70° C. and stirred for 2.5 hours. The volatiles were removed in vacuo and the crude material was directly purified by flash chromatography on silica gel (0-50% EtOAc/heptanes) to afford t... Starting materials: C(c1ccccc1)n1c2ccccc2c2cc(C=O)ccc12, CC1=CN=C(C=C1)N, [C-]#[N+]C1CCCCC1. The reagents and catalysts are O=C(O)C(F)(F)F (trifluoroacetic acid). The solvent is CC(C)O (isopropyl alcohol), CC(C)O (isopropylalcohol). Run at temperature 22 celsius, time 20 hour. The product is Cc1ccc2nc(c3ccc4c(c3)c3ccccc3n4Cc3ccccc3)c(NC3CCCCC3)n2c1. Yield: 2.5%. RXN SMILES: CC1=CC=C(N)N=C1.[C-]#[N+]C1CCCCC1.O=CC1=CC=C2N(CC3=CC=CC=C3)C3=CC=CC=C3C2=C1>>CC1=CN2C(C=C1)=NC(=C2NC1CCCCC1)C1=CC=C2N(CC3=CC=CC=C3)C3=CC=CC=C3C2=C1. The reactants are Cc1cc(C(=O)O)ccc1NOC(C)(C)C, Nc1ccc(C(=O)O)c(Cl)c1. Yields the product CC(C)(C)ONc1ccc(C(=O)O)c(Cl)c1. RXN SMILES: [C:12]([CH3:13])([CH3:14])([CH3:15])[O:16][NH:17][c:18]1[cH:19][cH:20][c:21]([C:22]([OH:23])=[O:24])[cH:25][c:26]1[CH3:27].[NH2:1][c:2]1[cH:3][c:4]([Cl:11])[c:5]([C:6](=[O:7])[OH:8])[cH:9][cH:10]1>>[NH:1]([c:2]1[cH:3][c:4]([Cl:11])[c:5]([C:6](=[O:7])[OH:8])[cH:9][cH:10]1)[O:16][C:12]([CH3:13])([CH3:14])[CH3:15]. Starting materials: C(C1=CC=CC=C1)OC(CC[C@@H](C(NCC1=CC=C(C=C1)C#N)=O)NC(=O)OC(C)(C)C)=O ((S)-4-tert-butoxycarbonylamino-4-(4-cyano-benzylcarbamoyl)-butyric acid benzyl ester), Cl.NO (hydroxylamine hydrochloride), CCN(C(C)C)C(C)C (DIEA). Solvent: C(C)O (ethanol). Run at time 16 hour. Product: C(C1=CC=CC=C1)OC(CC[C@@H](C(NCC1=CC=C(C=C1)C(NO)=N)=O)NC(=O)OC(C)(C)C)=O ((5)-4-tert-butoxycarbonylamino-4-[4-(N-hydroxycarbamimidoyl)-benzyl carbamoyl]-butyric acid benzyl ester). The yield is 152.7%. RXN SMILES: [CH2:1]([O:8][C:9](=[O:33])[CH2:10][CH2:11][C@H:12]([NH:25][C:26]([O:28][C:29]([CH3:32])([CH3:31])[CH3:30])=[O:27])[C:13](=[O:24])[NH:14][CH2:15][C:16]1[CH:21]=[CH:20][C:19]([C:22]#[N:23])=[CH:18][CH:17]=1)[C:2]1[CH:7]=[CH:6][CH:5]=[CH:4][CH:3]=1.Cl.[NH2:35][OH:36].CCN(C(C)C)C(C)C>C(O)C>[CH2:1]([O:8][C:9](=[O:33])[CH2:10][CH2:11][C@H:12]([NH:25][C:26]([O:28][C:29]([CH3:31])([CH3:30])[CH3:32])=[O:27])[C:13](=[O:24])[NH:14][CH2:15][C:16]1[CH:17]=[CH:18][C:19]([C:22](=[NH:23])[NH:35][OH:36])=[CH:20][CH:21]=1)[C:2]1[CH:3]=[CH:4][CH:5]=[CH:6][CH:7]=1 |f:1.2|. Procedure: A solution of compound Q (9.65 g, 20.0 mmol), hydroxylamine hydrochloride (2.10 g, 30.0 mmol) and DIEA (5.22 ml, 30.0 mmol) in ethanol (abs., 150 ml) was refluxed for 6 h. The reaction mixture was allowed to cool to room temperature and stirred for additional 16 h, then the solvents were evaporated in vacuo. The resultant residue was dried in vacuo to provide compound R (14.8 g, yield exceeded quantitative) as yellowish oil. LC-MS [M+H] 485.5 (C25H32N4O6+H, calc: 485.8). Compound R was used with...